From a dataset of the Open Reaction Database (ORD), a public repository of structured organic reaction records. describe an organic reaction: reactants, conditions, products, and yield Starting materials: CC(=O)OCC1OC(n2ccc(=O)[nH]c2=O)CC1OC(C)=O, CS(C)=O, C12C3C4C5C1[Fe]23451678C2C1C6C7C28, FC(F)(F)I, OO, O=S(=O)(O)O. Yields the product CC(=O)OCC1OC(n2cc(C(F)(F)F)c(=O)[nH]c2=O)CC1OC(C)=O. Reaction SMILES: [C:1]([CH3:2])(=[O:3])[O:4][CH:5]1[CH2:6][CH:7]([n:15]2[c:16](=[O:17])[nH:18][c:19](=[O:20])[cH:21][cH:22]2)[O:8][CH:9]1[CH2:10][O:11][C:12]([CH3:13])=[O:14].[CH3:46][S:47](=[O:48])[CH3:49].[CH:35]12[Fe:36]3456789([CH:37]%10[CH:38]3[CH:39]4[CH:40]5[CH:41]6%10)[CH:42]([CH:43]17)[CH:44]8[CH:45]29.[F:28][C:29]([F:30])([F:31])[I:32].[OH:33][OH:34].[S:23](=[O:24])(=[O:25])([OH:26])[OH:27]>>[C:1]([CH3:2])(=[O:3])[O:4][CH:5]1[CH2:6][CH:7]([n:15]2[c:16](=[O:17])[nH:18][c:19](=[O:20])[c:21]([C:29]([F:28])([F:30])[F:31])[cH:22]2)[O:8][CH:9]1[CH2:10][O:11][C:12]([CH3:13])=[O:14]. Reactants: OC1=CC=C(CN2[C@@H]3CN([C@H](C2)C3)C(=O)OC(C)(C)C)C=C1 (tert-Butyl (1S,4S)-5-(4-hydroxybenzyl)-2,5-diazabicyclo[2.2.1]heptane-2-carboxylate). Run in C(Cl)Cl (CH2Cl2). The product is N1(CCCCC1)CC1=CC=C(C=C1)O (4-(Piperidin-1-ylmethyl)phenol). Reaction SMILES: [OH:1][C:2]1[CH:22]=[CH:21][C:5]([CH2:6][N:7]2[CH2:12][C@@H:11]3[CH2:13][C@H:8]2[CH2:9]N3C(OC(C)(C)C)=O)=[CH:4][CH:3]=1>C(Cl)Cl>[N:7]1([CH2:6][C:5]2[CH:4]=[CH:3][C:2]([OH:1])=[CH:22][CH:21]=2)[CH2:12][CH2:11][CH2:13][CH2:8][CH2:9]1. Procedure: The title compound was prepared using methods analogous to those described for Intermediate 35, substituting DCE for CH2Cl2. 1H NMR (500 MHz, CDCl3): 7.14-7.03 (m, 2H), 6.75 (br s, 1H), 6.62-6.53 (m, 2H), 3.41 (s, 2H), 2.49 (s, 4H), 1.66-1.59 (m, 4H), 1.50-1.42 (m, 2H). MS (ESI): mass calcd. for C12H17NO, 191.13; m/z found, 192.20 [M+H]+.